This data is from the Open Reaction Database (ORD), a public repository of structured organic reaction records. The task is: describe an organic reaction: reactants, conditions, products, and yield Product: ClC=1C=C(C=C(C1)Cl)C1(CC(=NO1)CO)C ([5-(3,5-Dichloro-phenyl)-5-methyl-4,5-dihydro-isoxazol-3-yl]-methanol). The reactants are Cl (hydrochloric acid), C([O-])([O-])=O.[K+].[K+] (potassium carbonate), [BH4-].[Li+] (Lithiumborohydride), C(C)OC(=O)C1=NOC(C1)(C(F)(F)F)C1=CC(=CC(=C1)Cl)Cl (5-(3,5-dichloro-phenyl)-5-trifluoromethyl-4,5-dihydro-isoxazole-3-carboxylic acid ethyl ester). Reaction SMILES: [BH4-].[Li+].C([O:5][C:6]([C:8]1[CH2:12][C:11]([C:17]2[CH:22]=[C:21]([Cl:23])[CH:20]=[C:19]([Cl:24])[CH:18]=2)([C:13](F)(F)F)[O:10][N:9]=1)=O)C.Cl.C(=O)([O-])[O-].[K+].[K+]>O1CCCC1.CO>[Cl:24][C:19]1[CH:18]=[C:17]([C:11]2([CH3:13])[O:10][N:9]=[C:8]([CH2:6][OH:5])[CH2:12]2)[CH:22]=[C:21]([Cl:23])[CH:20]=1 |f:0.1,4.5.6|. Reaction conditions: temperature 40 celsius, time 2 hour. The yield is 123.7%. Procedure: Lithiumborohydride (0.86 g, 39.7 mmol) was added in portions at ambient temperature to a solution of 5-(3,5-dichloro-phenyl)-5-trifluoromethyl-4,5-dihydro-isoxazole-3-carboxylic acid ethyl ester (8.8 g, 24.8 mmol) in tetrahydrofuran (100 ml) and a small amount of methanol (1.5 ml). After stirring for 2 h at 40° C. the reaction mixture was cooled to 20° C., made acidic with 2N hydrochloric acid and stirred for 1 h. Solid potassium carbonate was added until the reaction mixture was slightly alkali... Solvent: O1CCCC1 (tetrahydrofuran), CO (methanol). Starting materials: FC(C1=CC=C(C=C1)C1=CC=C(C=C1)O)(F)F (4′-(trifluoromethyl)biphenyl-4-ol), [H-].[Na+] (sodium hydride), O1CCCC1 (tetrahydrofuran), methyl 641-(methylsulfonyloxy)ethyl, C(C1=CN=CC=C1)(=O)[O-] (nicotinate). The solvent is CS(=O)C (DMSO). Conditions: temperature 0 celsius, time 30 minute. Product: FC(C1=CC=C(C=C1)C1=CC=C(C=C1)OC(C)C1=NC=C(C(=O)O)C=C1)(F)F (6-(1-(4′-(trifluoromethyl)biphenyl-4-yloxy)ethyl)nicotinic acid). As a reaction SMILES: [F:1][C:2]([F:17])([F:16])[C:3]1[CH:8]=[CH:7][C:6]([C:9]2[CH:14]=[CH:13][C:12]([OH:15])=[CH:11][CH:10]=2)=[CH:5][CH:4]=1.[H-].[Na+].[C:20]([O-:28])(=[O:27])[C:21]1[CH:26]=[CH:25][CH:24]=[N:23][CH:22]=1.O1CC[CH2:31][CH2:30]1>CS(C)=O>[F:1][C:2]([F:16])([F:17])[C:3]1[CH:8]=[CH:7][C:6]([C:9]2[CH:14]=[CH:13][C:12]([O:15][CH:30]([C:24]3[CH:25]=[CH:26][C:21]([C:20]([OH:28])=[O:27])=[CH:22][N:23]=3)[CH3:31])=[CH:11][CH:10]=2)=[CH:5][CH:4]=1 |f:1.2|. Procedure: To a 0° C. solution of 4′-(trifluoromethyl)biphenyl-4-ol (263 mg, 1.1 mmol) in tetrahydrofuran (6 mL) was added sodium hydride (44.2 mg, 60 wt % in mineral oil, 1.1 mmol). The reaction mixture was stirred at 0° C. for 30 minutes. A solution of the crude methyl 641-(methylsulfonyloxy)ethyl)nicotinate prepared above in DMSO (6 mL) was added. The mixture was heated to 60° C. for 48 hours. The mixture was quenched with water and extracted with dichloromethane. The organic layer was dried over sodium... The reactants are [K+], [OH-], O, CCOC(=O)COc1cccc2c1CC(NS(=O)(=O)c1ccccc1)CC2. The product is O=C(O)COc1cccc2c1CC(NS(=O)(=O)c1ccccc1)CC2. As a reaction SMILES: [K+:29].[OH-:28].[OH2:30].[c:1]1([S:7](=[O:8])(=[O:9])[NH:10][CH:11]2[CH2:12][CH2:13][c:14]3[cH:15][cH:16][cH:17][c:18]([O:21][CH2:22][C:23](=[O:24])[O:25][CH2:26][CH3:27])[c:19]3[CH2:20]2)[cH:2][cH:3][cH:4][cH:5][cH:6]1>>[c:1]1([S:7](=[O:8])(=[O:9])[NH:10][CH:11]2[CH2:12][CH2:13][c:14]3[cH:15][cH:16][cH:17][c:18]([O:21][CH2:22][C:23](=[O:24])[OH:25])[c:19]3[CH2:20]2)[cH:2][cH:3][cH:4][cH:5][cH:6]1. Starting materials: COc1cc(C=O)c(F)cc1OCc1ccccc1, CC(C)[Mg+], [Cl-], CC(C)[Si](C(C)C)(C(C)C)n1cc(I)c2cccnc21, C1CCOC1, O. Product: COc1cc(C(O)c2cn([Si](C(C)C)(C(C)C)C(C)C)c3ncccc23)c(F)cc1OCc1ccccc1. Reaction SMILES: [CH2:26]([c:27]1[cH:28][cH:29][cH:30][cH:31][cH:32]1)[O:33][c:34]1[cH:35][c:36]([F:44])[c:37]([CH:38]=[O:39])[cH:40][c:41]1[O:42][CH3:43].[CH:22]([Mg+:23])([CH3:24])[CH3:25].[Cl-:21].[I:1][c:2]1[cH:3][n:4]([Si:11]([CH:12]([CH3:13])[CH3:14])([CH:15]([CH3:16])[CH3:17])[CH:18]([CH3:19])[CH3:20])[c:5]2[n:6][cH:7][cH:8][cH:9][c:10]12.[O:46]1[CH2:47][CH2:48][CH2:49][CH2:50]1.[OH2:45]>>[c:2]1([CH:38]([c:37]2[c:36]([F:44])[cH:35][c:34]([O:33][CH2:26][c:27]3[cH:28][cH:29][cH:30][cH:31][cH:32]3)[c:41]([O:42][CH3:43])[cH:40]2)[OH:39])[cH:3][n:4]([Si:11]([CH:12]([CH3:13])[CH3:14])([CH:15]([CH3:16])[CH3:17])[CH:18]([CH3:19])[CH3:20])[c:5]2[n:6][cH:7][cH:8][cH:9][c:10]12. The reactants are Cl (HCl), C1(CCCCC1)C1(CC2CCC(C1)N2C(=O)OC(C)(C)C)CSC (tert-butyl 3-cyclohexyl-3-[(methylthio)methyl]-8-azabicyclo[3.2.1]octane-8-carboxylate). Solvent: O1CCOCC1 (dioxane). Run at time 3 hour. Product: [Cl-].C1(CCCCC1)C1(CC2CCC(C1)[NH2+]2)CSC (3-cyclohexyl-3-[(methylthio)methyl]-8-azoniabicyclo[3.2.1]octane chloride). As a reaction SMILES: [ClH:1].[CH:2]1([C:8]2([CH2:23][S:24][CH3:25])[CH2:14][CH:13]3[N:15](C(OC(C)(C)C)=O)[CH:10]([CH2:11][CH2:12]3)[CH2:9]2)[CH2:7][CH2:6][CH2:5][CH2:4][CH2:3]1>O1CCOCC1>[Cl-:1].[CH:2]1([C:8]2([CH2:23][S:24][CH3:25])[CH2:14][CH:13]3[NH2+:15][CH:10]([CH2:11][CH2:12]3)[CH2:9]2)[CH2:3][CH2:4][CH2:5][CH2:6][CH2:7]1 |f:3.4|. Procedure details: To a solution of 4.0 N HCl in dioxane (20.0 mL) was added tert-butyl 3-cyclohexyl-3-[(methylthio)methyl]-8-azabicyclo[3.2.1]octane-8-carboxylate (3-5) (0.870 g, 2.46 mmol). The mixture was stirred at room temperature for three hours and the volatiles were removed under vacuum to give (3-6) as a pale solid. Starting materials: FC1(CCC(CC1)C[C@@H]1N(CC[C@H](C1)C1=CC(NO1)=O)C(=O)OC)F (Trans-methyl 2-((4,4-difluorocyclohexyl)methyl)-4-(3-oxo-2,3-dihydroisoxazol-5-yl)-piperidine-1-carboxylate), Br (hydrogen bromide). Run at time 8 hour. Yields the product FC1(CCC(CC1)C[C@@H]1NCC[C@H](C1)C1=CC(NO1)=O)F (5-(trans-2-((4,4-difluorocyclohexyl)methyl)-piperidin-4-yl)isoxazol-3(2H)-one). The yield is 28.0%. As a reaction SMILES: [F:1][C:2]1([F:25])[CH2:7][CH2:6][CH:5]([CH2:8][C@H:9]2[CH2:14][C@H:13]([C:15]3[O:19][NH:18][C:17](=[O:20])[CH:16]=3)[CH2:12][CH2:11][N:10]2C(OC)=O)[CH2:4][CH2:3]1.Br>>[F:25][C:2]1([F:1])[CH2:7][CH2:6][CH:5]([CH2:8][C@H:9]2[CH2:14][C@H:13]([C:15]3[O:19][NH:18][C:17](=[O:20])[CH:16]=3)[CH2:12][CH2:11][NH:10]2)[CH2:4][CH2:3]1. Procedure: Trans-methyl 2-((4,4-difluorocyclohexyl)methyl)-4-(3-oxo-2,3-dihydroisoxazol-5-yl)-piperidine-1-carboxylate (0.267 g, 0.75 mmol) was dissolved in hydrogen bromide (33% in acetic acid, 5.87 mL, 33.53 mmol) and the mixture stirred at room temperature overnight. The solvent was evaporated and the residue purified by preparative HPLC (Instrument: FractionLynx II, Mobilphase: gradient 5-95% MeCN in 0.2% NH3, pH 10, Column: Xbridge Prep C18 5 μm OBD 19*150 mm) to yield 5-(trans-2-((4,4-difluorocyclohe... Starting materials: C(C)(C)(C)OC(=O)N[C@@H](CC1CCCCC1)[C@H]([C@H](CC(C)C)O)O ((2S,3R,4S)-2-[(tert-Butyloxycarbonyl)amino]-1-cyclohexyl-3,4-dihydroxy-6-methylheptane). The solvent is Cl (hydrochloric acid), C(C)O (ethanol). Yields the product NC(CC1CCCCC1)C(C(CC(C)C)O)O (2-Amino-1-cyclohexyl-3,4-dihydroxy-6-methylheptane). Reaction SMILES: C(OC([NH:8][C@H:9]([C@@H:17]([OH:24])[C@@H:18]([OH:23])[CH2:19][CH:20]([CH3:22])[CH3:21])[CH2:10][CH:11]1[CH2:16][CH2:15][CH2:14][CH2:13][CH2:12]1)=O)(C)(C)C>Cl.C(O)C>[NH2:8][CH:9]([CH:17]([OH:24])[CH:18]([OH:23])[CH2:19][CH:20]([CH3:22])[CH3:21])[CH2:10][CH:11]1[CH2:16][CH2:15][CH2:14][CH2:13][CH2:12]1. Procedure: (2S,3R,4S)-2-[(tert-Butyloxycarbonyl)amino]-1-cyclohexyl-3,4-dihydroxy-6-methylheptane (5.05 g, 14.7 mmol, Luly et al., J. Org. Chem. 1988, 53, 6109) was stirred for 90 min in 4M hydrochloric acid in ethanol and then evaporated. Ether was added and evaporated 3 times and the residue was dried under high vacuum. The title compound was used without further purification. Starting materials: O=[Cr](=O)([O-])O[Cr](=O)(=O)[O-], [Na+], [Na+], O, O, O, CCCCC(O)CC=CI, O=S(=O)(O)O. Product: CCCCC(=O)CC=CI. Reaction SMILES: [Cr:13]([O:14][Cr:15]([O-:16])(=[O:17])=[O:18])([O-:19])(=[O:20])=[O:21].[Na+:22].[Na+:23].[OH2:11].[OH2:12].[OH2:29].[OH:1][CH:2]([CH2:3][CH:4]=[CH:5][I:6])[CH2:7][CH2:8][CH2:9][CH3:10].[S:24](=[O:25])(=[O:26])([OH:27])[OH:28]>>[O:1]=[C:2]([CH2:3][CH:4]=[CH:5][I:6])[CH2:7][CH2:8][CH2:9][CH3:10]. The reactants are CSC1=C(C(=O)OC)C=CC=C1 (methyl 2-(methylthio)benzoate), [Li+].CC(C)[N-]C(C)C (LDA), [Cl-].[NH4+] (ammonium chloride). Solvent: C1CCOC1 (THF). Run at temperature -78 celsius, time 1 hour. Yields the product S1C2=C(C(=C1)O)C=CC=C2 (Benzo[b]thiophen-3-ol), solid. Isolated yield 53.0%. As a reaction SMILES: [CH3:1][S:2][C:3]1[CH:12]=[CH:11][CH:10]=[CH:9][C:4]=1[C:5](OC)=[O:6].[Li+].CC([N-]C(C)C)C.[Cl-].[NH4+]>C1COCC1>[S:2]1[CH:1]=[C:5]([OH:6])[C:4]2[CH:9]=[CH:10][CH:11]=[CH:12][C:3]1=2 |f:1.2,3.4|. Procedure details: A solution of methyl 2-(methylthio)benzoate (4.0 g, 22.00 mmol) in THF (60 mL) was added to a solution of freshly prepared LDA (2M in THF, 17.5 mL, 35 mmol) placed at −78° C. The reaction mixture was stirred for 1 hour at −78° C., then overnight at room temperature. The reaction mixture was diluted by addition of a saturated solution of ammonium chloride (50 mL). The aqueous phase was separated and extracted with ethyl acetate (3×70 mL). The combined organic phases were washed with a saturated s... The reactants are ClC1=C(C(=O)OC(C)C)C=C(C(=C1)F)NC(=O)N (isopropyl 2-chloro-4-fluoro-5-ureidobenzoate), CCOC(=O)C1CCCCC1=O (ethyl cyclohexanone-2-carboxylate). Yields the product ClC1=C(C(=O)OC(C)C)C=C(C(=C1)F)NC(=O)NC1=C(CCCC1)C(=O)OCC (isopropyl 2-chloro-4-fluoro-5-{3-[2-(ethoxycarbonyl)-1-cyclohexen-1-yl]ureido}-benzoate). RXN SMILES: [Cl:1][C:2]1[CH:13]=[C:12]([F:14])[C:11]([NH:15][C:16]([NH2:18])=[O:17])=[CH:10][C:3]=1[C:4]([O:6][CH:7]([CH3:9])[CH3:8])=[O:5].[CH3:19][CH2:20][O:21][C:22]([CH:24]1[C:29](=O)[CH2:28][CH2:27][CH2:26][CH2:25]1)=[O:23]>>[Cl:1][C:2]1[CH:13]=[C:12]([F:14])[C:11]([NH:15][C:16]([NH:18][C:25]2[CH2:26][CH2:27][CH2:28][CH2:29][C:24]=2[C:22]([O:21][CH2:20][CH3:19])=[O:23])=[O:17])=[CH:10][C:3]=1[C:4]([O:6][CH:7]([CH3:9])[CH3:8])=[O:5]. Procedure: using isopropyl 2-chloro-4-fluoro-5-ureidobenzoate and ethyl cyclohexanone-2-carboxylate there is obtained isopropyl 2-chloro-4-fluoro-5-{3-[2-(ethoxycarbonyl)-1-cyclohexen-1-yl]ureido}-benzoate, m.p. 129°-130° C.,